Dataset: the Open Reaction Database (ORD), a public repository of structured organic reaction records. Task: describe an organic reaction: reactants, conditions, products, and yield The reactants are CCOC(=O)C1=C(C=O)Nc2n[nH]cc2C1c1ccccc1Cl, NOS(=O)(=O)O, [Na+], O, O=C([O-])O. Yields the product CCOC(=O)C1=C(C#N)Nc2n[nH]cc2C1c1ccccc1Cl. Reaction SMILES: [Cl:1][c:2]1[c:3]([CH:8]2[c:9]3[c:10]([n:21][nH:22][cH:23]3)[NH:11][C:12]([CH:19]=[O:20])=[C:13]2[C:14](=[O:15])[O:16][CH2:17][CH3:18])[cH:4][cH:5][cH:6][cH:7]1.[NH2:24][O:25][S:26]([OH:27])(=[O:28])=[O:29].[Na+:30].[OH2:35].[OH:31][C:32](=[O:33])[O-:34]>>[Cl:1][c:2]1[c:3]([CH:8]2[c:9]3[c:10]([n:21][nH:22][cH:23]3)[NH:11][C:12]([C:19]#[N:24])=[C:13]2[C:14](=[O:15])[O:16][CH2:17][CH3:18])[cH:4][cH:5][cH:6][cH:7]1. Procedure details: 2.12 g (15.3 mmol) of potassium carbonate were added to a solution of 2.0 g (9.6 mmol) of 3-methyl-7-propylxanthine in 60 ml of dimethylformamide at 60° C. and the mixture was stirred at 60° C. for one hour. Then 3.07 g (12.5 mmol) of 1-chloro-8-diethylamino-5-hydroxy-5-methyl-6-octyne from stage A1) were added dropwise and the mixture was stirred at 80° C. for 12.5 hours. It was then allowed to cool to room temperature, water was added, and three extractions with tert-butyl methyl ether were ca... Conditions: temperature 60 celsius, time 1 hour. Solvent: CN(C=O)C (dimethylformamide). Product: C(C)N(CC#CC(CCCCN1C(=O)N(C=2N=CN(C2C1=O)CCC)C)(C)O)CC (1-(8-Diethylamino-5-hydroxy-5-methyl-6-octynyl)-3-methyl-7-propylxanthine). As a reaction SMILES: C(=O)([O-])[O-].[K+].[K+].[CH3:7][N:8]1[C:16]2[N:15]=[CH:14][N:13]([CH2:17][CH2:18][CH3:19])[C:12]=2[C:11](=[O:20])[NH:10][C:9]1=[O:21].Cl[CH2:23][CH2:24][CH2:25][CH2:26][C:27]([OH:37])([CH3:36])[C:28]#[C:29][CH2:30][N:31]([CH2:34][CH3:35])[CH2:32][CH3:33].O>CN(C)C=O>[CH2:34]([N:31]([CH2:32][CH3:33])[CH2:30][C:29]#[C:28][C:27]([OH:37])([CH3:36])[CH2:26][CH2:25][CH2:24][CH2:23][N:10]1[C:11](=[O:20])[C:12]2[N:13]([CH2:17][CH2:18][CH3:19])[CH:14]=[N:15][C:16]=2[N:8]([CH3:7])[C:9]1=[O:21])[CH3:35] |f:0.1.2|. Starting materials: O (water), C([O-])([O-])=O.[K+].[K+] (potassium carbonate), CN1C(NC(C=2N(C=NC12)CCC)=O)=O (3-methyl-7-propylxanthine), ClCCCCC(C#CCN(CC)CC)(C)O (1-chloro-8-diethylamino-5-hydroxy-5-methyl-6-octyne).